From a dataset of the Open Reaction Database (ORD), a public repository of structured organic reaction records. describe an organic reaction: reactants, conditions, products, and yield Reactants: CO, N#CCc1ccc(OC(F)(F)F)cc1, [H][H], N. Yields the product NCCc1ccc(OC(F)(F)F)cc1. RXN SMILES: [CH3:18][OH:19].[F:1][C:2]([O:3][c:4]1[cH:5][cH:6][c:7]([CH2:10][C:11]#[N:12])[cH:8][cH:9]1)([F:13])[F:14].[H:16][H:17].[NH3:15]>>[F:1][C:2]([O:3][c:4]1[cH:5][cH:6][c:7]([CH2:10][CH2:11][NH2:12])[cH:8][cH:9]1)([F:13])[F:14]. Starting materials: BrB(Br)Br, CCOC(=O)CCCCc1cc(-c2cc(Cl)ccc2OC)on1, ClCCl. The product is CCOC(=O)CCCCc1cc(-c2cc(Cl)ccc2O)on1. RXN SMILES: [B:1]([Br:2])([Br:3])[Br:4].[CH2:5]([CH3:6])[O:7][C:8]([CH2:9][CH2:10][CH2:11][CH2:12][c:13]1[n:14][o:15][c:16](-[c:18]2[c:19]([O:25][CH3:26])[cH:20][cH:21][c:22]([Cl:24])[cH:23]2)[cH:17]1)=[O:27].[Cl:28][CH2:29][Cl:30]>>[CH2:5]([CH3:6])[O:7][C:8]([CH2:9][CH2:10][CH2:11][CH2:12][c:13]1[n:14][o:15][c:16](-[c:18]2[c:19]([OH:25])[cH:20][cH:21][c:22]([Cl:24])[cH:23]2)[cH:17]1)=[O:27]. Starting materials: [Na] (sodium), C(CCC(=O)Cl)(=O)Cl (succinyl chloride), CCOCC (ether), C(#N)C1=C(C=C(C=C1)C(F)(F)F)N=NNC1=C(C=CC(=C1)C(F)(F)F)C#N (1,3-bis(2-cyano-5-trifluoromethylphenyl)-triazene), [H-].[Na+] (sodium hydride), CCOCC (ether). Run at time 12 hour. Yields the product C(=O)(O)CCC(=O)N(N=NC1=C(C=CC(=C1)C(F)(F)F)C#N)C1=C(C=CC(=C1)C(F)(F)F)C#N (3-(3-carboxypropionyl)-1,3-bis(2-cyano-5-trifluoromethylphenyl)triazene). Reaction SMILES: [Na].[C:2]([C:4]1[CH:9]=[CH:8][C:7]([C:10]([F:13])([F:12])[F:11])=[CH:6][C:5]=1[N:14]=[N:15][NH:16][C:17]1[CH:22]=[C:21]([C:23]([F:26])([F:25])[F:24])[CH:20]=[CH:19][C:18]=1[C:27]#[N:28])#[N:3].[H-].[Na+].[C:31](Cl)(=[O:37])[CH2:32][CH2:33][C:34](Cl)=[O:35].CC[O:41]CC>>[C:31]([CH2:32][CH2:33][C:34]([N:14]([C:5]1[CH:6]=[C:7]([C:10]([F:13])([F:12])[F:11])[CH:8]=[CH:9][C:4]=1[C:2]#[N:3])[N:15]=[N:16][C:17]1[CH:22]=[C:21]([C:23]([F:24])([F:25])[F:26])[CH:20]=[CH:19][C:18]=1[C:27]#[N:28])=[O:35])([OH:37])=[O:41] |f:2.3,^1:0|. Procedure details: A solution of the sodium salt prepared from 10.0 g. (0.026 mol.) of 1,3-bis(2-cyano-5-trifluoromethylphenyl)-triazene and 1.4 g. (0.029 mol.) of sodium hydride in 700 ml. of ether is added dropwise to a solution of 4.65 g. (0.03 mol.) of succinyl chloride in 150 ml. of ether. The reaction mixture is stirred for 12 hours at 25°, filtered and the filtrate is concentrated in vacuo. The residue is washed with hexane, ether is added and the precipitate is removed by filtration. The volume is brought ... The reactants are C(C=C)(=O)OC (methyl acrylate), C(C)(C)N (isopropylamine). Yields the product C(C)(C)NCCC(=O)OC (methyl 3-isopropylaminopropionate). Isolated yield 84.9%. Reaction SMILES: [C:1]([O:5][CH3:6])(=[O:4])[CH:2]=[CH2:3].[CH:7]([NH2:10])([CH3:9])[CH3:8]>>[CH:7]([NH:10][CH2:3][CH2:2][C:1]([O:5][CH3:6])=[O:4])([CH3:9])[CH3:8]. Reported procedure: 8.6 g of methyl acrylate are added dropwise to 5.9 g of isopropylamine under ice-cooling and stirring. The mixture is further stirred at room temperature for 5 hours. Then, the reaction mixture is distilled under reduced pressure. 12.3 g of methyl 3-isopropylaminopropionate are thereby obtained as a colorless oil. Yield: 84.5% Reactants: BrC1=NN=C(S1)C=1C=CC(=C(C#N)C1)CC(C)C (5-(5-bromo-1,3,4-thiadiazol-2-yl)-2-(2-methylpropyl)benzonitrile), C(C)C1=C(C=O)C=CC=C1B1OC(C(O1)(C)C)(C)C (2-ethyl-3-(4,4,5,5-tetramethyl-1,3,2-dioxaborolan-2-yl)benzaldehyde), P(=O)([O-])([O-])[O-].[K+].[K+].[K+] (tripotassium phosphate). Reagents/catalysts: C=1C=CC(=CC1)[P](C=2C=CC=CC2)(C=3C=CC=CC3)[Pd]([P](C=4C=CC=CC4)(C=5C=CC=CC5)C=6C=CC=CC6)([P](C=7C=CC=CC7)(C=8C=CC=CC8)C=9C=CC=CC9)[P](C=1C=CC=CC1)(C=1C=CC=CC1)C=1C=CC=CC1 (Pd(Ph3P)4). Run in CN(C=O)C (N,N-dimethylformamide), O (water), O (Water). Conditions: temperature 120 celsius. Product: C(C)C1=C(C=CC=C1C=O)C1=NN=C(S1)C=1C=CC(=C(C#N)C1)CC(C)C (5-[5-(2-ethyl-3-formylphenyl)-1,3,4-thiadiazol-2-yl]-2-(2-methylpropyl)benzonitrile). Yield: 54.1%. Reaction SMILES: Br[C:2]1[S:6][C:5]([C:7]2[CH:8]=[CH:9][C:10]([CH2:15][CH:16]([CH3:18])[CH3:17])=[C:11]([CH:14]=2)[C:12]#[N:13])=[N:4][N:3]=1.[CH2:19]([C:21]1[C:28](B2OC(C)(C)C(C)(C)O2)=[CH:27][CH:26]=[CH:25][C:22]=1[CH:23]=[O:24])[CH3:20].P([O-])([O-])([O-])=O.[K+].[K+].[K+]>CN(C)C=O.O.C1C=CC([P]([Pd]([P](C2C=CC=CC=2)(C2C=CC=CC=2)C2C=CC=CC=2)([P](C2C=CC=CC=2)(C2C=CC=CC=2)C2C=CC=CC=2)[P](C2C=CC=CC=2)(C2C=CC=CC=2)C2C=CC=CC=2)(C2C=CC=CC=2)C2C=CC=CC=2)=CC=1>[CH2:19]([C:21]1[C:22]([CH:23]=[O:24])=[CH:25][CH:26]=[CH:27][C:28]=1[C:2]1[S:6][C:5]([C:7]2[CH:8]=[CH:9][C:10]([CH2:15][CH:16]([CH3:18])[CH3:17])=[C:11]([CH:14]=2)[C:12]#[N:13])=[N:4][N:3]=1)[CH3:20] |f:2.3.4.5,^1:55,57,76,95|. Reported procedure: To a suspension of 5-(5-bromo-1,3,4-thiadiazol-2-yl)-2-(2-methylpropyl)benzonitrile (D26) (100 mg), 2-ethyl-3-(4,4,5,5-tetramethyl-1,3,2-dioxaborolan-2-yl)benzaldehyde (D5) (121 mg) and tripotassium phosphate (165 mg) in N,N-dimethylformamide (DMF) (4 mL) and water (1 mL) under nitrogen was added Pd(Ph3P)4 (35.9 mg). The reaction vessel was sealed and heated under microwave at 120° C. for 10 min. Water was added. The reaction mixture was extracted with EA for 3 times, the combined organic layers... Procedure: 0.66 g of 8-allyl-7-hydroxy-3-methyl-3,4-dihydro-2H-1,3-benzoxazin-2-one was dissolved in 6 ml of N,N-dimethylformamide. 0.63 g of potassium carbonate and 0.94 ml of methyl iodide were added to the above solution, and the obtained mixture was then stirred at room temperature overnight under nitrogen atmosphere. Thereafter, water and ethyl acetate were added to the reaction solution, so as to separate an organic layer. The obtained organic layer was washed with a sodium thiosulfate aqueous soluti... Yield: 82.6%. Yields the product C(C=C)C1=C(C=CC=2CN(C(OC21)=O)C)OC (8-Allyl-7-methoxy-3-methyl-3,4-dihydro-2H-1,3-benzoxazin-2-one). Run in C(C)(=O)OCC (ethyl acetate), CN(C=O)C (N,N-dimethylformamide). As a reaction SMILES: [CH2:1]([C:4]1[C:13]2[O:12][C:11](=[O:14])[N:10]([CH3:15])[CH2:9][C:8]=2[CH:7]=[CH:6][C:5]=1[OH:16])[CH:2]=[CH2:3].[C:17](=O)([O-])[O-].[K+].[K+].CI.O>CN(C)C=O.C(OCC)(=O)C>[CH2:1]([C:4]1[C:13]2[O:12][C:11](=[O:14])[N:10]([CH3:15])[CH2:9][C:8]=2[CH:7]=[CH:6][C:5]=1[O:16][CH3:17])[CH:2]=[CH2:3] |f:1.2.3|. Run at time 8 hour. The reactants are O (water), C([O-])([O-])=O.[K+].[K+] (potassium carbonate), CI (methyl iodide), C(C=C)C1=C(C=CC=2CN(C(OC21)=O)C)O (8-allyl-7-hydroxy-3-methyl-3,4-dihydro-2H-1,3-benzoxazin-2-one).